Task: describe an organic reaction: reactants, conditions, products, and yield. Dataset: the Open Reaction Database (ORD), a public repository of structured organic reaction records Reactants: ClC1=CC=CC(=N1)C#N (6-Chloro-pyridine-2-carbonitrile), C(C)[Mg]Br (ethylmagnesium bromide). The reagents and catalysts are CC([O-])C.[Ti+4].CC([O-])C.CC([O-])C.CC([O-])C (titanium isopropoxide). The solvent is C1CCOC1 (THF). The product is ClC1=CC=CC(=N1)C1(CC1)N (1-(6-Chloro-pyridin-2-yl)-cyclopropylamine). Yield: 14.1%. RXN SMILES: [Cl:1][C:2]1[N:7]=[C:6]([C:8]#[N:9])[CH:5]=[CH:4][CH:3]=1.[CH2:10]([Mg]Br)[CH3:11]>C1COCC1.CC(C)[O-].[Ti+4].CC(C)[O-].CC(C)[O-].CC(C)[O-]>[Cl:1][C:2]1[N:7]=[C:6]([C:8]2([NH2:9])[CH2:11][CH2:10]2)[CH:5]=[CH:4][CH:3]=1 |f:3.4.5.6.7|. Procedure: To a solution of 6-Chloro-pyridine-2-carbonitrile (500 mg, 3.61 mmol) in THF (45 mL) was added titanium isopropoxide (1.59 mL, 5.41 mmol) in one portion followed by ethylmagnesium bromide (3 M in Et2O, 3.6 mL, 11 mmol) slowly over 5 min. The reaction was stirred for 4 then quenched by the addition of water (5 mL). The mixture was filtered through a pad of diatomaceous earth and the filtrate was concentrated. The resulting material was purified first by flash chromatography (silica, 5→10% MeOH/CH... Reactants: N(CCC(=O)N[C@@H](CC1=CNC=N1)C(=O)N)C(=O)OCC1=CC=CC=C1 (Z-β-Ala-His-NH2). Reagents/catalysts: [Pd] (palladium-on-carbon). Run in CO.O (methanol water). The product is NCCC(=O)N[C@@H](CC1=CNC=N1)C(=O)N (H-β-Ala-His-NH2). RXN SMILES: [NH:1](C(OCC1C=CC=CC=1)=O)[CH2:2][CH2:3][C:4]([NH:6][C@H:7]([C:14]([NH2:16])=[O:15])[CH2:8][C:9]1[N:13]=[CH:12][NH:11][CH:10]=1)=[O:5]>CO.O.[Pd]>[NH2:1][CH2:2][CH2:3][C:4]([NH:6][C@H:7]([C:14]([NH2:16])=[O:15])[CH2:8][C:9]1[N:13]=[CH:12][NH:11][CH:10]=1)=[O:5] |f:1.2|. Procedure details: 8.19 g of Z-β-Ala-His-NH2 are hydrogenated at room temperature under normal pressure for 15 hours in 200 ml of methanol/water (95:5) with 0.82 g of palladium-on-carbon (5% Pd). After filtering off the catalyst, evaporating off the solvent and drying, H-β-Ala-His-NH2 is obtained in the form of a colourless powder; Rf (L)=0.01.